This data is from the Open Reaction Database (ORD), a public repository of structured organic reaction records. The task is: describe an organic reaction: reactants, conditions, products, and yield Starting materials: N1(CCOCC1)CCNC(=O)C1=CC2=C(C=N1)N=CN2 (1H-imidazo[4,5-c]pyridine-6-carboxylic acid (2-morpholin-4-yl-ethyl)-amide), ClC1(SC=CC1=O)C(=O)OC (methyl 2-chloro-3-oxo-2,3-dihydrothiophene-2-carboxylate). The solvent is C(Cl)(Cl)Cl (chloroform), C(Cl)(Cl)Cl (chloroform). Reaction conditions: time 12 hour. The product is OC1=C(SC(=C1)N1C=NC=2C=NC(=CC21)C(NCCN2CCOCC2)=O)C(=O)OC (Methyl 3-hydroxy-5-{6-[(2-morpholin-4-ylethyl)carbamoyl]1H-imidazo[4,5-c]pyridin-1-yl}thiophene-2-carboxylate). Reaction SMILES: [N:1]1([CH2:7][CH2:8][NH:9][C:10]([C:12]2[N:17]=[CH:16][C:15]3[N:18]=[CH:19][NH:20][C:14]=3[CH:13]=2)=[O:11])[CH2:6][CH2:5][O:4][CH2:3][CH2:2]1.Cl[C:22]1([C:28]([O:30][CH3:31])=[O:29])[C:26](=[O:27])[CH:25]=[CH:24][S:23]1>C(Cl)(Cl)Cl>[OH:27][C:26]1[CH:25]=[C:24]([N:20]2[C:14]3[CH:13]=[C:12]([C:10](=[O:11])[NH:9][CH2:8][CH2:7][N:1]4[CH2:6][CH2:5][O:4][CH2:3][CH2:2]4)[N:17]=[CH:16][C:15]=3[N:18]=[CH:19]2)[S:23][C:22]=1[C:28]([O:30][CH3:31])=[O:29]. Reported procedure: To a solution of 2.27 g of 1H-imidazo[4,5-c]pyridine-6-carboxylic acid (2-morpholin-4-yl-ethyl)-amide in 150 ml chloroform was slowly added a solution of 1.27 g of methyl 2-chloro-3-oxo-2,3-dihydrothiophene-2-carboxylate in 100 ml chloroform and the reaction mixture was stirred for 12 h at room temperature. The reaction mixture was washed with water (3×50 ml) and the organic layer was dried with MgSO4 and concentrated under vacuum. The residue was dissolved in dichloromethane and purified by fla... Reactants: ClC1=CC=C2CCC=3C=CC=C1C32 (5-chloroacenaphthene), [Na+].[Br-] (NaBr), C(C)(=O)O (acetic acid), C(C)(=O)OC(C)=O (acetic anhydride). Yields the product ClC1=CC=C(C2=CC=CC=C12)C(=O)OC(=O)C1=CC=C(C2=CC=CC=C12)Cl (4-chloronaphthalic anhydride). As a reaction SMILES: [Cl:1][C:2]1[C:12]2[C:13]3C(CC[C:8]=3[CH:9]=[CH:10][CH:11]=2)=[CH:4][CH:3]=1.[Na+].[Br-].[C:16](O)(=O)[CH3:17].[C:20]([O:23][C:24](=[O:26])[CH3:25])(=[O:22])[CH3:21]>O.O.O.O.C([O-])(=O)C.[Co+2].C([O-])(=O)C.O.O.O.O.C([O-])(=O)C.[Mn+2].C([O-])(=O)C.C1C=CC=CC=1>[Cl:1][C:2]1[C:16]2[C:17](=[CH:9][CH:8]=[CH:13][CH:12]=2)[C:21]([C:20]([O:23][C:24]([C:25]2[C:11]3[C:12](=[CH:13][CH:8]=[CH:9][CH:10]=3)[C:2]([Cl:1])=[CH:3][CH:4]=2)=[O:26])=[O:22])=[CH:4][CH:3]=1 |f:1.2,5.6.7.8.9.10.11,12.13.14.15.16.17.18|. Yield: 83.0%. The reagents and catalysts are O.O.O.O.C(C)(=O)[O-].[Co+2].C(C)(=O)[O-] (cobalt acetate tetrahydrate), O.O.O.O.C(C)(=O)[O-].[Mn+2].C(C)(=O)[O-] (manganese acetate tetrahydrate). Solvent: C1=CC=CC=C1 (benzene). Conditions: temperature 80 celsius. Reported procedure: 18.9 g of 5-chloroacenaphthene, 0.4 g of cobalt acetate tetrahydrate, 0.65 g of manganese acetate tetrahydrate, 0.2 g of NaBr, 20 ml of acetic acid, and 40 ml of benzene were charged into a reaction vessel, into which air was blown at a rate of 60 ml/min from a temperature of 65° C. The content was gradually heated up to 80° C. in 26 hours. 14 ml, in total, of acetic anhydride was dropwise added to the reaction system over the reaction time. After completion of the reaction, the solvents were re... The reactants are ClC1=CC=C(C=C1)C1=NOC(=N1)C1=C(C=C(C(=O)O)C=C1)[N+](=O)[O-] (4-[3-(4-chlorophenyl)-1,2,4-oxadiazol-5-yl]-3-nitrobenzoic acid), O1CCCC1 (tetrahydrofuran). Reagents/catalysts: [Pd] (palladium on carbon). Run in C(C)(=O)OCC (ethyl acetate). Reaction conditions: time 30 minute. The product is NC=1C=C(C(=O)O)C=CC1C1=NC(=NO1)C1=CC=C(C=C1)Cl (3-amino-4-[3-(4-chlorophenyl)-1,2,4-oxadiazol-5-yl]benzoic acid). Isolated yield 27.4%. RXN SMILES: [Cl:1][C:2]1[CH:7]=[CH:6][C:5]([C:8]2[N:12]=[C:11]([C:13]3[CH:21]=[CH:20][C:16]([C:17]([OH:19])=[O:18])=[CH:15][C:14]=3[N+:22]([O-])=O)[O:10][N:9]=2)=[CH:4][CH:3]=1.O1CCCC1>[Pd].C(OCC)(=O)C>[NH2:22][C:14]1[CH:15]=[C:16]([CH:20]=[CH:21][C:13]=1[C:11]1[O:10][N:9]=[C:8]([C:5]2[CH:6]=[CH:7][C:2]([Cl:1])=[CH:3][CH:4]=2)[N:12]=1)[C:17]([OH:19])=[O:18]. Reported procedure: A mixture of 4-[3-(4-chlorophenyl)-1,2,4-oxadiazol-5-yl]-3-nitrobenzoic acid (0.600 g), 5% palladium on carbon (0.600 g), tetrahydrofuran (30 ml) and ethyl acetate (30 ml) was stirred under a hydrogen atmosphere at room temperature and normal pressure for 30 min. Palladium on carbon was filtered off, and the filtrate was concentrated. The residue was purified by silica gel column chromatography (hexane:ethyl acetate=4:1, volume ratio) to give 3-amino-4-[3-(4-chlorophenyl)-1,2,4-oxadiazol-5-yl]be... Reactants: BrC=1C=C(C=CC1)C1=NC(=CC(=N1)C1=CC=C(C=C1)Cl)C (2-(3-bromo-phenyl)-4-(4-chloro-phenyl)-6-methyl-pyrimidine), NC1=NC=C(C=C1)B1OC(C(O1)(C)C)(C)C (2-amino-5-(4,4,5,5-tetramethyl-1,3,2-dioxaborolan-2-yl)pyridine). Yields the product ClC1=CC=C(C=C1)C1=NC(=NC(=C1)C)C=1C=C(C=CC1)C=1C=CC(=NC1)N (5-{3-[4-(4-Chloro-phenyl)-6-methyl-pyrimidin-2-yl}-phenyl]-pyridin-2-ylamine), solid. Isolated yield 48.0%. RXN SMILES: Br[C:2]1[CH:3]=[C:4]([C:8]2[N:13]=[C:12]([C:14]3[CH:19]=[CH:18][C:17]([Cl:20])=[CH:16][CH:15]=3)[CH:11]=[C:10]([CH3:21])[N:9]=2)[CH:5]=[CH:6][CH:7]=1.[NH2:22][C:23]1[CH:28]=[CH:27][C:26](B2OC(C)(C)C(C)(C)O2)=[CH:25][N:24]=1>>[Cl:20][C:17]1[CH:18]=[CH:19][C:14]([C:12]2[CH:11]=[C:10]([CH3:21])[N:9]=[C:8]([C:4]3[CH:3]=[C:2]([C:26]4[CH:27]=[CH:28][C:23]([NH2:22])=[N:24][CH:25]=4)[CH:7]=[CH:6][CH:5]=3)[N:13]=2)=[CH:15][CH:16]=1. Procedure: The title compound was prepared from 2-(3-bromo-phenyl)-4-(4-chloro-phenyl)-6-methyl-pyrimidine (example E.44) (0.18 g, 0.5 mmol) and commercially available 2-amino-5-(4,4,5,5-tetramethyl-1,3,2-dioxaborolan-2-yl)pyridine (0.14 g, 0.65 mmol) according to the general procedure VI. Obtained as a white solid (0.090 g, 48%). MS (ISP) 373.0 [(M+H)+]; mp 168.5° C. Product: ClC1=CN=C(S1)N(S(=O)(=O)C1=C(C=C(C(=C1)F)F)F)CC1=C(C=C(C=C1)OC)OC (N-(5-Chloro-1,3-thiazol-2-yl)-N-(2,4-dimethoxybenzyl)-2,4,5-trifluorobenzenesulfonamide). The reactants are ClC1=CN=C(S1)NCC1=C(C=C(C=C1)OC)OC (5-chloro-N-(2,4-dimethoxybenzyl)-1,3-thiazol-2-amine), FC1=C(C=C(C(=C1)F)F)S(=O)(=O)Cl (2,4,5-trifluorobenzenesulfonyl chloride). As a reaction SMILES: [Cl:1][C:2]1[S:6][C:5]([NH:7][CH2:8][C:9]2[CH:14]=[CH:13][C:12]([O:15][CH3:16])=[CH:11][C:10]=2[O:17][CH3:18])=[N:4][CH:3]=1.[F:19][C:20]1[CH:25]=[C:24]([F:26])[C:23]([F:27])=[CH:22][C:21]=1[S:28](Cl)(=[O:30])=[O:29]>>[Cl:1][C:2]1[S:6][C:5]([N:7]([CH2:8][C:9]2[CH:14]=[CH:13][C:12]([O:15][CH3:16])=[CH:11][C:10]=2[O:17][CH3:18])[S:28]([C:21]2[CH:22]=[C:23]([F:27])[C:24]([F:26])=[CH:25][C:20]=2[F:19])(=[O:30])=[O:29])=[N:4][CH:3]=1. Procedure details: Prepared according to Preparation 333 using 5-chloro-N-(2,4-dimethoxybenzyl)-1,3-thiazol-2-amine (Preparation 208) and 2,4,5-trifluorobenzenesulfonyl chloride. Purification using ISCO™ (12 g SiO2) eluting with ethyl acetate:heptane (gradient 0:1 to 3:7, by volume) afforded the title compound as an orange solid.